The task is: describe an organic reaction: reactants, conditions, products, and yield. This data is from the Open Reaction Database (ORD), a public repository of structured organic reaction records. Starting materials: Cc1ccccc1, Cc1ccncc1N, O=C=NCCCCl. Product: Cc1ccncc1NC(=O)NCCCCl. Reaction SMILES: [CH3:16][c:17]1[cH:18][cH:19][cH:20][cH:21][cH:22]1.[CH3:8][c:9]1[c:10]([NH2:15])[cH:11][n:12][cH:13][cH:14]1.[Cl:1][CH2:2][CH2:3][CH2:4][N:5]=[C:6]=[O:7]>>[Cl:1][CH2:2][CH2:3][CH2:4][NH:5][C:6](=[O:7])[NH:15][c:10]1[c:9]([CH3:8])[cH:14][cH:13][n:12][cH:11]1.